Dataset: the Open Reaction Database (ORD), a public repository of structured organic reaction records. Task: describe an organic reaction: reactants, conditions, products, and yield Reactants: C1(=CC=CC=C1)C(CC1=CC=CC=C1)C1N2CCC(C1O)CC2 (2-(1,2-Diphenylethyl)-3-hydroxy-1-azabicyclo[2.2.2]octane), C[Si]([N-][Si](C)(C)C)(C)C.[K+] (potassium hexamethyldisilazide), CC=1C=C(CBr)C=C(C1)C (3,5-dimethylbenzyl bromide). Run at time 1 hour. The product is CC=1C=C(C=C(C1)C)COC1C(N2CCC1CC2)C(CC2=CC=CC=C2)C2=CC=CC=C2 (3-[(3,5-Dimethylphenyl)methyloxy]-2-(1,2-diphenylethyl)-1-azabicyclo[2.2.2]octane). RXN SMILES: [C:1]1([CH:7]([CH:15]2[CH:20]([OH:21])[CH:19]3[CH2:22][CH2:23][N:16]2[CH2:17][CH2:18]3)[CH2:8][C:9]2[CH:14]=[CH:13][CH:12]=[CH:11][CH:10]=2)[CH:6]=[CH:5][CH:4]=[CH:3][CH:2]=1.C[Si](C)(C)[N-][Si](C)(C)C.[K+].[CH3:34][C:35]1[CH:36]=[C:37]([CH:40]=[C:41]([CH3:43])[CH:42]=1)[CH2:38]Br>>[CH3:34][C:35]1[CH:42]=[C:41]([CH2:43][O:21][CH:20]2[CH:19]3[CH2:22][CH2:23][N:16]([CH2:17][CH2:18]3)[CH:15]2[CH:7]([C:1]2[CH:6]=[CH:5][CH:4]=[CH:3][CH:2]=2)[CH2:8][C:9]2[CH:14]=[CH:13][CH:12]=[CH:11][CH:10]=2)[CH:40]=[C:37]([CH3:38])[CH:36]=1 |f:1.2|. Reported procedure: To a solution of alcohol (Example 1, 0.78 g, 1:1 mixture of stereoisomers) was added 0.5M-potassium hexamethyldisilazide (5.84 ml, in toluene). After 1 h, 3,5-dimethylbenzyl bromide (0.58 g) was added for 3 h. The solution was evaporated to dryness after a further 3 h, and the residue partitioned between dichloromethan and water. The organic phase was dried (MgSO4), evaporated and purified by column chromatography on silica gel eluting with petroleum ether (bp 6014 80) containing increasing amou... The reactants are solution, B(Br)(Br)Br (boron tribromide), COC=1C=C(C=CC1)C(C(=O)OC)(C)C (methyl 2-(3-methoxyphenyl)-2-methylpropionate). Run in C(Cl)Cl (CH2Cl2), C(Cl)Cl (CH2Cl2). Run at temperature -65 celsius, time 1.6 hour. The product is OC=1C=C(C=CC1)C(C(=O)OC)(C)C (methyl 2-(3-hydroxyphenyl)-2-methylpropionate). The yield is 39.0%. As a reaction SMILES: C[O:2][C:3]1[CH:4]=[C:5]([C:9]([CH3:15])([CH3:14])[C:10]([O:12][CH3:13])=[O:11])[CH:6]=[CH:7][CH:8]=1.B(Br)(Br)Br>C(Cl)Cl>[OH:2][C:3]1[CH:4]=[C:5]([C:9]([CH3:15])([CH3:14])[C:10]([O:12][CH3:13])=[O:11])[CH:6]=[CH:7][CH:8]=1. Procedure details: The ester from Step 2 (29.1 g, 140 mmol) was dissolved in CH2Cl2 (170 mL) and cooled to −65° C. The reaction was treated with a 1.0 M solution of boron tribromide in CH2Cl2 (180 mL, 180 mmol). The reaction was stirred at −65° C. for 1.6 hours, then the cooling bath was removed and the reaction was warmed to room temperature. The reaction was added to ice water and the layers were separated. The organic layer was concentrated in vacuo, dissolved in ethyl acetate, washed with saturated NaHCO3, bri... Reactants: BrC1=NC(=CC2=CC(=CC=C12)S(=O)(=O)N(C=1SC=CN1)CC1=CC=C(C=C1)OC)Cl (1-bromo-3-chloro-N-(4-methoxybenzyl)-N-(thiazol-2-yl)isoquinoline-6-sulfonamide), COC1=C(C=CC(=C1)C(F)(F)F)B(O)O ((2-methoxy-4-(trifluoromethyl)phenyl)boronic acid), Pd(AmPhos)2Cl2, P(=O)([O-])([O-])[O-].[K+].[K+].[K+] (potassium phosphate), BrC1=NC(=CC2=CC(=CC=C12)S(=O)(=O)N(C=1SC=CN1)CC1=CC=C(C=C1)OC)Cl (1-bromo-3-chloro-N-(4-methoxybenzyl)-N-(thiazol-2-yl)isoquinoline-6-sulfonamide), COC1=C(C=CC(=C1)C(F)(F)F)B(O)O ((2-methoxy-4-(trifluoromethyl)phenyl)boronic acid), Pd(AmPhos)2Cl2, P(=O)([O-])([O-])[O-].[K+].[K+].[K+] (potassium phosphate). Solvent: O (water), O1CCOCC1 (1,4-dioxane), O (water), O1CCOCC1 (1,4-dioxane). Reaction conditions: temperature 90 celsius. The product is ClC=1N=C(C2=CC=C(C=C2C1)S(=O)(=O)N(C=1SC=CN1)CC1=CC=C(C=C1)OC)C1=C(C=C(C=C1)C(F)(F)F)OC (3-chloro-1-(2-methoxy-4-(trifluoromethyl)phenyl)-N-(4-methoxybenzyl)-N-(thiazol-2-yl)isoquinoline-6-sulfonamide). Yield: 741.3%. Reaction SMILES: Br[C:2]1[C:11]2[C:6](=[CH:7][C:8]([S:12]([N:15]([CH2:21][C:22]3[CH:27]=[CH:26][C:25]([O:28][CH3:29])=[CH:24][CH:23]=3)[C:16]3[S:17][CH:18]=[CH:19][N:20]=3)(=[O:14])=[O:13])=[CH:9][CH:10]=2)[CH:5]=[C:4]([Cl:30])[N:3]=1.[CH3:31][O:32][C:33]1[CH:38]=[C:37]([C:39]([F:42])([F:41])[F:40])[CH:36]=[CH:35][C:34]=1B(O)O.P([O-])([O-])([O-])=O.[K+].[K+].[K+]>O.O1CCOCC1>[Cl:30][C:4]1[N:3]=[C:2]([C:34]2[CH:35]=[CH:36][C:37]([C:39]([F:42])([F:41])[F:40])=[CH:38][C:33]=2[O:32][CH3:31])[C:11]2[C:6]([CH:5]=1)=[CH:7][C:8]([S:12]([N:15]([CH2:21][C:22]1[CH:23]=[CH:24][C:25]([O:28][CH3:29])=[CH:26][CH:27]=1)[C:16]1[S:17][CH:18]=[CH:19][N:20]=1)(=[O:14])=[O:13])=[CH:9][CH:10]=2 |f:2.3.4.5|. Reported procedure: This reaction was conducted in two separate vials. For the first reaction, a vial was charged with 1-bromo-3-chloro-N-(4-methoxybenzyl)-N-(thiazol-2-yl)isoquinoline-6-sulfonamide (57.11 mg, 0.109 mmol), (2-methoxy-4-(trifluoromethyl)phenyl)boronic acid (25.1 mg, 0.114 mmol), Pd(AmPhos)2Cl2 (3.85 mg, 5.44 μmol), potassium phosphate (69.3 mg, 0.326 mmol), 1,4-dioxane (408 μl), and water (136 μl). The vial was flushed with Ar (g), then sealed and heated in a microwave reactor for 15 min at 90° C. A... Reactants: NC=1N=CN(C1C(=O)N)CC1=CC=CC=C1 (4-amino-1-benzyl-5-imidazolecarboxamide), C(C)(C)(C)OC(=O)N(C)CCCC(=O)O (4-(N-t-butyloxycarbonyl-N-methylamino)butanoic acid), Cl.N1=CC(=CC=C1)CC(=O)O (3-pyridylacetic acid hydrochloride). Yields the product C(C)(C)(C)OC(=O)N(C)CCCC(=O)NC=1N=CN(C1C(=O)N)CC1=CC=CC=C1 (4-(4-(N-t-butyloxycarbonyl-N-methylamino)butanoylamino)-1-benzyl-5-imidazole carboxamide). Isolated yield 67.0%. RXN SMILES: [NH2:1][C:2]1[N:3]=[CH:4][N:5]([CH2:10][C:11]2[CH:16]=[CH:15][CH:14]=[CH:13][CH:12]=2)[C:6]=1[C:7]([NH2:9])=[O:8].[C:17]([O:21][C:22]([N:24]([CH2:26][CH2:27][CH2:28][C:29](O)=[O:30])[CH3:25])=[O:23])([CH3:20])([CH3:19])[CH3:18].Cl.N1C=CC=C(CC(O)=O)C=1>>[C:17]([O:21][C:22]([N:24]([CH2:26][CH2:27][CH2:28][C:29]([NH:1][C:2]1[N:3]=[CH:4][N:5]([CH2:10][C:11]2[CH:16]=[CH:15][CH:14]=[CH:13][CH:12]=2)[C:6]=1[C:7]([NH2:9])=[O:8])=[O:30])[CH3:25])=[O:23])([CH3:20])([CH3:19])[CH3:18] |f:2.3|. Procedure details: An amidation reaction and post-treatment were carried out under the same conditions as in Example 17, using 1.44 g (6.72 mmol) of 4-amino-1-benzyl-5-imidazolecarboxamide which was prepared in the same manner as in Reference Example 2 and 4-(N-t-butyloxycarbonyl-N-methylamino)butanoic acid, instead of 3-pyridylacetic acid hydrochloride, to obtain 1.86 g of 4-(4-(N-t-butyloxycarbonyl-N-methylamino)butanoylamino)-1-benzyl-5-imidazole carboxamide (yield 67%). Yields the product CC(=O)SC1CCN(C(=O)OC(C)(C)C)CC1. The reactants are CC([O-])=S, CC(C)(C)OC(=O)N1CCC(S(C)(=O)=O)CC1, [Na+], CN(C)C=O. Reaction SMILES: [C:18]([CH3:19])(=[S:20])[O-:21].[C:1]([CH3:2])([CH3:3])([CH3:4])[O:5][C:6](=[O:7])[N:8]1[CH2:9][CH2:10][CH:11]([S:14]([CH3:15])(=[O:16])=[O:17])[CH2:12][CH2:13]1.[Na+:22].[O:23]=[CH:24][N:25]([CH3:26])[CH3:27]>>[C:1]([CH3:2])([CH3:3])([CH3:4])[O:5][C:6](=[O:7])[N:8]1[CH2:9][CH2:10][CH:11]([S:20][C:18]([CH3:19])=[O:21])[CH2:12][CH2:13]1.